Dataset: the Open Reaction Database (ORD), a public repository of structured organic reaction records. Task: describe an organic reaction: reactants, conditions, products, and yield Reactants: BrCC(=O)N1CCN(CC1)C(CC=1N=C(SC1)NC(C1=CC=C(C=C1)Cl)=O)=O (N-(4-{2-[4-(2-bromo-acetyl)-piperazin-1-yl]-2-oxo-ethyl}-thiazol-2-yl)-4-chloro-benzamide), N1CCCC1 (pyrrolidine). The product is ClC1=CC=C(C(=O)NC=2SC=C(N2)CC(N2CCN(CC2)C(CN2CCCC2)=O)=O)C=C1 (4-chloro-N-(4-{2-oxo-2-[4-(2-pyrrolidin-1-yl-acetyl)-piperazin-1-yl]-ethyl}-thiazol-2-yl)-benzamide). Reaction SMILES: Br[CH2:2][C:3]([N:5]1[CH2:10][CH2:9][N:8]([C:11](=[O:28])[CH2:12][C:13]2[N:14]=[C:15]([NH:18][C:19](=[O:27])[C:20]3[CH:25]=[CH:24][C:23]([Cl:26])=[CH:22][CH:21]=3)[S:16][CH:17]=2)[CH2:7][CH2:6]1)=[O:4].[NH:29]1[CH2:33][CH2:32][CH2:31][CH2:30]1>>[Cl:26][C:23]1[CH:24]=[CH:25][C:20]([C:19]([NH:18][C:15]2[S:16][CH:17]=[C:13]([CH2:12][C:11](=[O:28])[N:8]3[CH2:9][CH2:10][N:5]([C:3](=[O:4])[CH2:2][N:29]4[CH2:33][CH2:32][CH2:31][CH2:30]4)[CH2:6][CH2:7]3)[N:14]=2)=[O:27])=[CH:21][CH:22]=1. Reported procedure: In analogy to example 55.2, N-(4-{2-[4-(2-bromo-acetyl)-piperazin-1-yl]-2-oxo-ethyl}-thiazol-2-yl)-4-chloro-benzamide was reacted with pyrrolidine to give 4-chloro-N-(4-{2-oxo-2-[4-(2-pyrrolidin-1-yl-acetyl)-piperazin-1-yl]-ethyl}-thiazol-2-yl)-benzamide. Off-white amorphous solid. MS 476.0 ([M+H]+)